This data is from the Open Reaction Database (ORD), a public repository of structured organic reaction records. The task is: describe an organic reaction: reactants, conditions, products, and yield The reactants are [C@H]1(CCC2=CC=CC=C12)NC1=NC2=CC=C(C=C2C=C1)NC(=O)NC1CCNCC1 (1-[2-((R)-Indan-1-ylamino)-quinolin-6-yl]-3-piperidin-4-yl-urea), ClCC(=O)N(C)C (2-chloro-N,N-dimethylacetamide), C([O-])([O-])=O.[Na+].[Na+] (sodium carbonate). The solvent is CN(C=O)C (N,N-dimethylformamide). Product: [C@H]1(CCC2=CC=CC=C12)NC1=NC2=CC=C(C=C2C=C1)NC(NC1CCN(CC1)CC(=O)N(C)C)=O (2-(4-{3-[2-((R)-Indan-1-ylamino)-quinolin-6-yl]-ureido}-piperidin-1-yl)-N,N-dimethylacetamide). Yield: 90.8%. RXN SMILES: [C@H:1]1([NH:10][C:11]2[CH:20]=[CH:19][C:18]3[C:13](=[CH:14][CH:15]=[C:16]([NH:21][C:22]([NH:24][CH:25]4[CH2:30][CH2:29][NH:28][CH2:27][CH2:26]4)=[O:23])[CH:17]=3)[N:12]=2)[C:9]2[C:4](=[CH:5][CH:6]=[CH:7][CH:8]=2)[CH2:3][CH2:2]1.Cl[CH2:32][C:33]([N:35]([CH3:37])[CH3:36])=[O:34].C(=O)([O-])[O-].[Na+].[Na+]>CN(C)C=O>[C@H:1]1([NH:10][C:11]2[CH:20]=[CH:19][C:18]3[C:13](=[CH:14][CH:15]=[C:16]([NH:21][C:22](=[O:23])[NH:24][CH:25]4[CH2:30][CH2:29][N:28]([CH2:32][C:33]([N:35]([CH3:37])[CH3:36])=[O:34])[CH2:27][CH2:26]4)[CH:17]=3)[N:12]=2)[C:9]2[C:4](=[CH:5][CH:6]=[CH:7][CH:8]=2)[CH2:3][CH2:2]1 |f:2.3.4|. Reported procedure: 1-[2-((R)-Indan-1-ylamino)-quinolin-6-yl]-3-piperidin-4-yl-urea (0.05 g, 0.12 mmol), 2-chloro-N,N-dimethylacetamide (0.023 mg, 0.18 mmol) and sodium carbonate (0.02 g, 0.18 mmol) were stirred at ambient temperature for 16 h in N,N-dimethylformamide (3 mL). The reaction mixture was evaporated. The residue was taken up in dimethylsulfoxide (1 mL) and subjected to preparative HPLC to yield the title compound (0.053 g, 87%) as a yellow oil; MS: m/e=487.8 (M+H+). Reactants: [N-]=[N+]=[N-].[Na+] (NaN3), [NH4+].[Cl-] (NH4Cl), CC1CN(CC2OC2C1)S(=O)(=O)C1=NC=CC=C1 (5-methyl-3-(pyridine-2-sulfonyl)-8-oxa-3-aza-bicyclo[5.1.0]octane), CO (MeOH). The solvent is O (H2O). The product is N(=[N+]=[N-])C1C(CN(CCC1C)S(=O)(=O)C1=NC=CC=C1)O (4-Azido-5-methyl-1-(pyridine-2-sulfonyl)-azepan-3-ol). The yield is 64.0%. Reaction SMILES: C[CH:2]1[CH2:9][CH:8]2[CH:6]([O:7]2)[CH2:5][N:4]([S:10]([C:13]2[CH:18]=[CH:17][CH:16]=[CH:15][N:14]=2)(=[O:12])=[O:11])[CH2:3]1.[N-:19]=[N+:20]=[N-:21].[Na+].[NH4+].[Cl-].[CH3:25]O>O>[N:19]([CH:8]1[CH:9]([CH3:25])[CH2:2][CH2:3][N:4]([S:10]([C:13]2[CH:18]=[CH:17][CH:16]=[CH:15][N:14]=2)(=[O:11])=[O:12])[CH2:5][CH:6]1[OH:7])=[N+:20]=[N-:21] |f:1.2,3.4|. Procedure details: 5-methyl-3-(pyridine-2-sulfonyl)-8-oxa-3-aza-bicyclo[5.1.0]octane (230 mg, 0.86 mmol) was dissolved in the mixture of 8 ml MeOH and 2 ml H2O. NaN3 (170 mg, 2.6 mmol) and NH4Cl (140 mg, 2.6 mmol) were added to the solution. The resulting mixture was refluxed overnight. After the removal of MeOH, the residue was diluted in EtOAc and washed with 10% NaHCO3 and brine. Purified on column chromatography gave the title compound (170 mg, yield 64%). MS (M+H+) 312.2; 1H-NMR (400 Hz, CDCl3): d=8.69(d, 1H)... Reactants: CN1C=2C(C(=O)OC1=O)=CC=CC2 (N-methylisatoic anhydride). Run in C(CCCCCCC)O (1-octanol). Run at temperature 108 celsius. Product: CNC=1C(C(=O)OCCCCCCCC)=CC=CC1 (n-octyl N-methylanthranilate). Reaction SMILES: [CH3:1][N:2]1[C:8](=O)[O:7][C:5](=[O:6])[C:4]2=[CH:10][CH:11]=[CH:12][CH:13]=[C:3]12>C(O)CCCCCCC>[CH3:1][NH:2][C:3]1[C:4](=[CH:10][CH:11]=[CH:12][CH:13]=1)[C:5]([O:7][CH2:8][CH2:5][CH2:4][CH2:3][CH2:13][CH2:12][CH2:11][CH3:10])=[O:6]. Procedure: To 65 g. of 1-octanol heated at 108° C. there was added 53.1 g. of N-methylisatoic anhydride in portions during 3.5 hours and the reaction mixture was further heated at 108° C. for 1.75 hours after addition was completed. The reaction mixture was distilled to remove unreacted octanol and to afford the n-octyl N-methylanthranilate as the liquid distillate fraction, b.p. 160°-168° C. at less than 0.1 mm pressure. The reactants are BrC=1N=C(C(N(C1)C(CC)CC)=O)SC (5-bromo-1-(1-ethylpropyl)-3-(methylthio)-2(1H)-pyrazinone), BrC=1N=C(C(N(C1)C(CC)CC)=O)N1CCC2=CC(=CC(=C12)Cl)Cl (5-Bromo-3-(5,7-dichloro-2,3-dihydro-1H-indol-1-yl)-1-(1-ethylpropyl)-2(1H)-pyrazinone), C(C)[Al](CC)CC (triethylaluminum). The product is ClC=1C=C2CCN(C2=C(C1)Cl)C=1C(N(C=C(N1)CC)C(CC)CC)=O (3-(5,7-Dichloro-2,3-dihydro-1H-indol-1-yl)-5-ethyl-1-(1-ethylpropyl)-2(1H)-pyrazinone). Reaction SMILES: Br[C:2]1N=C(SC)C(=O)N(C(CC)CC)[CH:7]=1.Br[C:17]1[N:18]=[C:19]([N:29]2[C:37]3[C:32](=[CH:33][C:34]([Cl:39])=[CH:35][C:36]=3[Cl:38])[CH2:31][CH2:30]2)[C:20](=[O:28])[N:21]([CH:23]([CH2:26][CH3:27])[CH2:24][CH3:25])[CH:22]=1.C([Al](CC)CC)C>>[Cl:39][C:34]1[CH:33]=[C:32]2[C:37](=[C:36]([Cl:38])[CH:35]=1)[N:29]([C:19]1[C:20](=[O:28])[N:21]([CH:23]([CH2:26][CH3:27])[CH2:24][CH3:25])[CH:22]=[C:17]([CH2:2][CH3:7])[N:18]=1)[CH2:30][CH2:31]2. Procedure: Prepared in a similar fashion as described for XXXII (Example 481, part B) using 5-bromo-3-(5,7-dichloro-2,3-dihydro-1H-indol-1-yl)-1-(1-ethylpropyl)-2(1H)-pyrazinone (Example 507) as the starting material and triethylaluminum in place of trimethylaluminum. mp 136–137° C.; 1H NMR (300 MHz, CDCl3): δ 7.14 (d, J=1.8 Hz, 1 H), 7.09 (d, J=1.8 Hz, 1 H), 6.54 (s, 1 H), 4.90–4.79 (m, 1 H), 4.30 (t, J=8.1 Hz, 2 H), 3.14 (t, J=8.1 Hz, 2 H), 2.44 (q, J=7.4 Hz, 2 H), 1.84–1.69 (m, 2 H), 1.67–1.61 (m, 2 H),... Reactants: CCOCCOc1cc2cnc(Nc3ccc(N4CCN(C(=O)OC(C)(C)C)CC4)cn3)nc2n(C2CCCC2)c1=O, ClCCl, Cl. Product: Cl, CCOCCOc1cc2cnc(Nc3ccc(N4CCNCC4)cn3)nc2n(C2CCCC2)c1=O. Reaction SMILES: [C:1]([O:2][C:3](=[O:4])[N:8]1[CH2:9][CH2:10][N:11]([c:14]2[cH:15][n:16][c:17]([NH:20][c:21]3[n:22][cH:23][c:24]4[c:25]([n:26]3)[n:27]([CH:38]3[CH2:39][CH2:40][CH2:41][CH2:42]3)[c:28](=[O:37])[c:29]([O:31][CH2:32][CH2:33][O:34][CH2:35][CH3:36])[cH:30]4)[cH:18][cH:19]2)[CH2:12][CH2:13]1)([CH3:5])([CH3:6])[CH3:7].[Cl:44][CH2:45][Cl:46].[ClH:43]>>[ClH:43].[NH:8]1[CH2:9][CH2:10][N:11]([c:14]2[cH:15][n:16][c:17]([NH:20][c:21]3[n:22][cH:23][c:24]4[c:25]([n:26]3)[n:27]([CH:38]3[CH2:39][CH2:40][CH2:41][CH2:42]3)[c:28](=[O:37])[c:29]([O:31][CH2:32][CH2:33][O:34][CH2:35][CH3:36])[cH:30]4)[cH:18][cH:19]2)[CH2:12][CH2:13]1. The reactants are BrC=1C=CC(=NC1)F (5-bromo-2-fluoropyridine), CNC(=O)C1=CC=C(C=C1)B(O)O ({4-[(methylamino)carbonyl]phenyl}boronic acid). Yields the product FC1=CC=C(C=N1)C1=CC=C(C(=O)NC)C=C1 (4-(6-fluoropyridin-3-yl)-N-methylbenzamide). Reaction SMILES: Br[C:2]1[CH:3]=[CH:4][C:5]([F:8])=[N:6][CH:7]=1.[CH3:9][NH:10][C:11]([C:13]1[CH:18]=[CH:17][C:16](B(O)O)=[CH:15][CH:14]=1)=[O:12]>>[F:8][C:5]1[N:6]=[CH:7][C:2]([C:16]2[CH:17]=[CH:18][C:13]([C:11]([NH:10][CH3:9])=[O:12])=[CH:14][CH:15]=2)=[CH:3][CH:4]=1. Procedure details: This compound was prepared from 5-bromo-2-fluoropyridine and {4-[(methylamino)carbonyl]phenyl}boronic acid using procedures analogous to those for Example 18, step 1. Analytic LCMS (M+H)+: m/z=231.1. Starting materials: C(CCC)C1(S(=O)(=O)C[N+]#[C-])CC=C(C)C=C1 (1-n-butyltosylmethylisocyanide), C(=CC=C)C(=O)OC (methyl butadienecarboxylate), [Cl-].[NH4+] (ammonium chloride), [H-].[Na+] (NaH). The solvent is CCOCC (ether), CS(=O)C (dimethyl sulfoxide), CCOCC (ether). Run at temperature 0 celsius, time 1 hour. Product: C(CCC)C=1NC=C(C1)C=CC(=O)OC (methyl 3-[ 2-(n-butyl)pyrrol-4-yl]acrylate). Reaction SMILES: [H-].[Na+].[CH2:3]([C:7]1([CH:19]=CC(C)=CC1)S(C[N+]#[C-])(=O)=O)[CH2:4][CH2:5][CH3:6].[CH:20]([C:24]([O:26][CH3:27])=[O:25])=[CH:21][CH:22]=[CH2:23].[Cl-].[NH4+:29]>CCOCC.CS(C)=O>[CH2:3]([C:7]1[NH:29][CH:23]=[C:22]([CH:21]=[CH:20][C:24]([O:26][CH3:27])=[O:25])[CH:19]=1)[CH2:4][CH2:5][CH3:6] |f:0.1,4.5|. Procedure: To a cold (0° C.) suspension of NaH (5.4 g, 60% suspension in mineral oil) in anhydrous ether (180 ml) was added dropwise a mixture of 1-n-butyltosylmethylisocyanide (29 g) and methyl butadienecarboxylate (;2.2 ml) in anhydrous ether (180 ml) and dry dimethyl sulfoxide (90 ml) under an inert atmosphere. The reaction mixture was first stirred at 0° C. for 1 hour and then slowly brought to room temperature and the stirring continued for an additional 6 hours. The reaction mixture was then cooled t... Starting materials: BrC=1C=C(C(=CC1)N)N (4-bromobenzene-1,2-diamine), COCCOC (1,2-dimethoxyethane), CO (methanol), COC(=O)NC(SC)=NC(=O)OC (1,3-bis(methoxycarbonyl)-2-methyl-2-thiopseudourea). Run in C(C)OCC (ethyl ether). Run at temperature 105 celsius. Product: BrC=1C=CC2=C(NC(=N2)NC(OC)=O)C1 (methyl 6-bromo-1H-benzo[d]imidazol-2-ylcarbamate). Isolated yield 77.4%. As a reaction SMILES: [Br:1][C:2]1[CH:3]=[C:4]([NH2:9])[C:5]([NH2:8])=[CH:6][CH:7]=1.COCCOC.CO.[CH3:18][O:19][C:20]([NH:22][C:23](=NC(OC)=O)SC)=[O:21]>C(OCC)C>[Br:1][C:2]1[CH:7]=[CH:6][C:5]2[N:8]=[C:23]([NH:22][C:20](=[O:21])[O:19][CH3:18])[NH:9][C:4]=2[CH:3]=1. Procedure: To a slurry of 4-bromobenzene-1,2-diamine (2.1 g, 11 mmol), 1,2-dimethoxyethane (20 mL) and methanol (5 mL) was added 1,3-bis(methoxycarbonyl)-2-methyl-2-thiopseudourea (4.0 g, 19 mmol). The reaction mixture was heated (105° C.) for 12 h and then diluted with ethyl ether (100 mL). The resulting precipitate was collected by filtration and rinsed with ethyl ether (2×25 mL) to provide methyl 6-bromo-1H-benzo[d]imidazol-2-ylcarbamate (2.3 g, 77% yield). MS (EI) for C9H8BrN3O2: 271 (MH+).